Dataset: the Open Reaction Database (ORD), a public repository of structured organic reaction records. Task: describe an organic reaction: reactants, conditions, products, and yield Reactants: CC(=O)C (acetone), COC(CN(C1=C(C=CC=C1)C)S(=O)(=O)C1=C(C=CC=C1)C(C1=CC2=C(OCO2)C(=C1)OC)O)=O (({2-[hydroxy-(7-methoxy-benzo[1,3]dioxol-5-yl)-methyl]-benzenesulfonyl}-o-tolyl-amino)-acetic acid methyl ester), CC(=O)C.OS(=O)(=O)O.O=[Cr](=O)=O (Jones reagent), C(C)(C)O (Isopropanol). Solvent: C(C)(=O)OCC (ethyl acetate). Reaction conditions: time 15 minute. The product is COC(CN(C1=C(C=CC=C1)C)S(=O)(=O)C1=C(C=CC=C1)C(=O)C1=CC2=C(OCO2)C(=C1)OC)=O ({[2-(7-Methoxy-benzo[1,3]dioxole-5-carbonyl)-benzenesulfonyl]-o-tolyl-amino}-acetic acid methyl ester). Yield: 59.0%. Reaction SMILES: CC(C)=O.[CH3:5][O:6][C:7](=[O:39])[CH2:8][N:9]([S:17]([C:20]1[CH:25]=[CH:24][CH:23]=[CH:22][C:21]=1[CH:26]([OH:38])[C:27]1[CH:35]=[C:34]([O:36][CH3:37])[C:30]2[O:31][CH2:32][O:33][C:29]=2[CH:28]=1)(=[O:19])=[O:18])[C:10]1[CH:15]=[CH:14][CH:13]=[CH:12][C:11]=1[CH3:16].CC(C)=O.OS(O)(=O)=O.O=[Cr](=O)=O.C(O)(C)C>C(OCC)(=O)C>[CH3:5][O:6][C:7](=[O:39])[CH2:8][N:9]([S:17]([C:20]1[CH:25]=[CH:24][CH:23]=[CH:22][C:21]=1[C:26]([C:27]1[CH:35]=[C:34]([O:36][CH3:37])[C:30]2[O:31][CH2:32][O:33][C:29]=2[CH:28]=1)=[O:38])(=[O:18])=[O:19])[C:10]1[CH:15]=[CH:14][CH:13]=[CH:12][C:11]=1[CH3:16] |f:2.3.4|. Procedure details: To acetone (225 mL) was added ({2-[hydroxy-(7-methoxy-benzo[1,3]dioxol-5-yl)-methyl]-benzenesulfonyl}-o-tolyl-amino)-acetic acid methyl ester (4.17 g, 8.35 mmol), and 8N Jones reagent (4 mL). The mixture was stirred 15 minutes giving a suspended solid. Isopropanol (20 mL) was added followed by stirring for 15 minutes. The mixture was filtered, saturated sodium bicarbonate solution was added, and the solvent was removed in vacuo giving a paste. The paste was resuspended in ethyl acetate and water... The reactants are C=1C=CC2=C(C1)C(=O)C=C(C2=O)O (Lawsone), CC(CC=O)(C)C (3,3-dimethyl-butanal), N1CCCC1 (pyrrolidine). The solvent is C1CCOC1 (THF). Yields the product CC(C=CC=1C(C2=CC=CC=C2C(C1O)=O)=O)(C)C (2-(3.3-dimethyl-but-1-enyl)-3-hydroxy-naphthalene-1.4- dione). Reaction SMILES: [CH:1]1[CH:2]=[CH:3][C:4]2[C:11](=[O:12])[C:10]([OH:13])=[CH:9][C:7](=[O:8])[C:5]=2[CH:6]=1.[CH3:14][C:15]([CH3:20])([CH3:19])[CH2:16][CH:17]=O.N1CCCC1>C1COCC1>[CH3:14][C:15]([CH3:20])([CH3:19])[CH:16]=[CH:17][C:9]1[C:7](=[O:8])[C:5]2[C:4]([C:11](=[O:12])[C:10]=1[OH:13])=[CH:3][CH:2]=[CH:1][CH:6]=2. Procedure: Lawsone (2-hydroxynaphthalene-1,4-dione) (1.4 g) and 3,3-dimethyl-butanal (1.0 g) were dissolved in 20 ml THF at room temperature and 795 μl pyrrolidine added before stirring the reaction for a further 20 minutes. The solvent was removed under vacuum and the residue dissolved in benzene (40 ml) before addition of p-toluenesulphonic acid (2.3 g). The mixture was refluxed for 1 hour, cooled then diluted with ether before the organic phase was washed with sodium bicarbonate solution, followed by on... Starting materials: ClC1=C(C(=CC=C1)C)NC=1C=2N(C3=C(N1)C=CC(=N3)N3C[C@H](CC3)O)C=NC2 ((S)-1-[6-[(2-Chloro-6-methylphenyl)amino]imidazo[1,5-a]pyrido[3,2-e]pyrazin-2-yl]-3-pyrrolidinol), CC(C)(C)OC(N)=O (carbamic acid 1,1-dimethylethyl ester). Product: ClC1=C(C(=CC=C1)C)NC=1C=2N(C3=C(N1)C=CC(=N3)N3C[C@@H](CC3)O)C=NC2 ((R)-1-[6-[(2-Chloro-6-methylphenyl)amino]imidazo[1,5-a]pyrido[3,2-e]pyrazin-2-yl]-3-pyrrolidinol). RXN SMILES: [Cl:1][C:2]1[CH:7]=[CH:6][CH:5]=[C:4]([CH3:8])[C:3]=1[NH:9][C:10]1[C:11]2[N:12]([CH:26]=[N:27][CH:28]=2)[C:13]2[N:19]=[C:18]([N:20]3[CH2:24][CH2:23][C@H:22]([OH:25])[CH2:21]3)[CH:17]=[CH:16][C:14]=2[N:15]=1.CC(OC(=O)N)(C)C>>[Cl:1][C:2]1[CH:7]=[CH:6][CH:5]=[C:4]([CH3:8])[C:3]=1[NH:9][C:10]1[C:11]2[N:12]([CH:26]=[N:27][CH:28]=2)[C:13]2[N:19]=[C:18]([N:20]3[CH2:24][CH2:23][C@@H:22]([OH:25])[CH2:21]3)[CH:17]=[CH:16][C:14]=2[N:15]=1. Procedure: (S)-1-[6-[(2-Chloro-6-methylphenyl)amino]imidazo[1,5-a]pyrido[3,2-e]pyrazin-2-yl]-3-pyrrolidinol]carbamic acid 1,1-dimethylethyl ester; Reactants: C=CC=C (butadiene), C(C(=C)C)(=O)OC (methyl methacrylate), C=CC1=CC=CC=C1 (styrene), C(C=C)#N (acrylonitrile). Product: C=CC=C.C=CC1=CC=CC=C1 (butadiene styrene). Reaction SMILES: [CH2:1]=[CH:2][CH:3]=[CH2:4].[CH2:5]=[CH:6][C:7]1[CH:12]=[CH:11][CH:10]=[CH:9][CH:8]=1.C(#N)C=C.C(OC)(=O)C(C)=C>>[CH2:1]=[CH:2][CH:3]=[CH2:4].[CH2:5]=[CH:6][C:7]1[CH:12]=[CH:11][CH:10]=[CH:9][CH:8]=1 |f:4.5|. Reported procedure: The refractive indices of butadiene, styrene, acrylonitrile and methyl methacrylate homo-polymers are 1.515, 1.591, 1.515 and 1.491 respectively. A butadiene/styrene ratio of 85:15 gives a calculated refractive index of (0.85×1.515)+(0.15×1.591)=˜1.526. The reactants are B(Br)(Br)Br (BBr3), COC1=CC=C(C=C1)C1=CC=C(S1)C=C1C(=NCCC1)C=1C=NC=CC1 (3-[5-(4-methoxyphenyl)thiophen-2-ylmethylene]-3,4,5,6-tetrahydro[2,3′]bipyridinyl), B(Br)(Br)Br (BBr3). The solvent is ClCCl (dichloromethane), ClCCl (dichloromethane). Reaction conditions: time 6 hour. Yields the product Br.Br.N1=C(C(CCC1)=CC1=CC=C(S1)C1=CC=C(C=C1)O)C=1C=NC=CC1 (4-[5-(5,6-Dihydro-4H-[2,3′]bipyridinyl-3-ylidenemethyl)thiophen-2-yl]phenol Dihydrobromide). As a reaction SMILES: C[O:2][C:3]1[CH:8]=[CH:7][C:6]([C:9]2[S:13][C:12]([CH:14]=[C:15]3[CH2:20][CH2:19][CH2:18][N:17]=[C:16]3[C:21]3[CH:22]=[N:23][CH:24]=[CH:25][CH:26]=3)=[CH:11][CH:10]=2)=[CH:5][CH:4]=1.B(Br)(Br)[Br:28]>ClCCl>[BrH:28].[BrH:28].[N:17]1[CH2:18][CH2:19][CH2:20][C:15](=[CH:14][C:12]2[S:13][C:9]([C:6]3[CH:7]=[CH:8][C:3]([OH:2])=[CH:4][CH:5]=3)=[CH:10][CH:11]=2)[C:16]=1[C:21]1[CH:22]=[N:23][CH:24]=[CH:25][CH:26]=1 |f:3.4.5|. Procedure: To a −70° C. solution of 3-[5-(4-methoxyphenyl)thiophen-2-ylmethylene]-3,4,5,6-tetrahydro[2,3′]bipyridinyl (20 mg, 0.05 mmol) in anhydrous dichloromethane (5 mL) was added 1.0 M BBr3 in dichloromethane (0.5 mL). The reaction mixture was maintained under an atmosphere of N2 at rt. for 6 h and an additional 0.5 ml BBr3 solution was added. The reaction mixture was maintained over night and was quenched with anhydrous methanol (1 mL) at −40° C., and was concentrated to 1 ml. This procedure was repea... Reactants: C([O-])([O-])=O.[K+].[K+] (potassium carbonate), OC1=CC2=C(C(CO2)=O)C=C1 (6-Hydroxybenzofuran-3(2H)-one), CI (methyl iodide). Solvent: CN(C)C=O (DMF). Run at time 2 day. Product: COC1=CC2=C(C(CO2)=O)C=C1 (6-methoxybenzofuran-3(2H)-one). As a reaction SMILES: [OH:1][C:2]1[CH:11]=[CH:10][C:5]2[C:6](=[O:9])[CH2:7][O:8][C:4]=2[CH:3]=1.[C:12](=O)([O-])[O-].[K+].[K+].CI>CN(C=O)C>[CH3:12][O:1][C:2]1[CH:11]=[CH:10][C:5]2[C:6](=[O:9])[CH2:7][O:8][C:4]=2[CH:3]=1 |f:1.2.3|. Reported procedure: 6-Hydroxybenzofuran-3(2H)-one (6 g, 40.0 mmol) was dissolved in DMF (80 mL), then added potassium carbonate (6.07 g, 43.97 mmol) and methyl iodide (4.12 mL, 65.95 mmol). The reaction was stirred at RT for 2 days. The mixture was filtered and the filtrate was concentrated in vacuo. The remaining oil was dissolved in EtOAc and washed with water. The aqueous layer was back-extracted with EtOAc (2×). The organic layers were washed with brine, dried over sodium sulfate and concentrated in vacuo. The ... Reactants: [Li]C(C)(C)C, C1CCOC1, CC1(C)CCc2c(csc2C(=O)O)C1, CC(C)I, O. Product: CC(C)c1sc(C(=O)O)c2c1CC(C)(C)CC2. As a reaction SMILES: [C:24]([Li:25])([CH3:26])([CH3:27])[CH3:28].[CH2:19]1[O:20][CH2:21][CH2:22][CH2:23]1.[CH3:1][C:2]1([CH3:14])[CH2:3][c:4]2[c:5]([c:6]([C:9](=[O:10])[OH:11])[s:7][cH:8]2)[CH2:12][CH2:13]1.[CH:15]([CH3:16])([CH3:17])[I:18].[OH2:29]>>[CH3:1][C:2]1([CH3:14])[CH2:3][c:4]2[c:5]([c:6]([C:9](=[O:10])[OH:11])[s:7][c:8]2[CH:15]([CH3:16])[CH3:17])[CH2:12][CH2:13]1. Yields the product CCC1(CC)c2ccccc2-c2ccc(N(c3ccccc3)c3ccccc3)cc21. RXN SMILES: [Br:1][c:2]1[cH:3][c:4]2[c:12]([cH:13][cH:14]1)-[c:11]1[c:6]([cH:7][cH:8][cH:9][cH:10]1)[C:5]2([CH2:15][CH3:16])[CH2:17][CH3:18].[CH2:45]([O:46][CH2:47][CH3:48])[CH3:49].[CH3:32][C:33]([CH3:34])([O-:35])[CH3:36].[CH3:38][c:39]1[cH:40][cH:41][cH:42][cH:43][cH:44]1.[NH:19]([c:20]1[cH:21][cH:22][cH:23][cH:24][cH:25]1)[c:26]1[cH:27][cH:28][cH:29][cH:30][cH:31]1.[Na+:37].[O:52]=[C:53]([CH:54]=[CH:55][c:56]1[cH:57][cH:58][cH:59][cH:60][cH:61]1)[CH:62]=[CH:63][c:64]1[cH:65][cH:66][cH:67][cH:68][cH:69]1.[O:70]=[C:71]([CH:72]=[CH:73][c:74]1[cH:75][cH:76][cH:77][cH:78][cH:79]1)[CH:80]=[CH:81][c:82]1[cH:83][cH:84][cH:85][cH:86][cH:87]1.[O:88]=[C:89]([CH:90]=[CH:91][c:92]1[cH:93][cH:94][cH:95][cH:96][cH:97]1)[CH:98]=[CH:99][c:100]1[cH:101][cH:102][cH:103][cH:104][cH:105]1.[Pd:50].[Pd:51]>>[c:2]1([N:19]([c:20]2[cH:21][cH:22][cH:23][cH:24][cH:25]2)[c:26]2[cH:27][cH:28][cH:29][cH:30][cH:31]2)[cH:3][c:4]2[c:12]([cH:13][cH:14]1)-[c:11]1[c:6]([cH:7][cH:8][cH:9][cH:10]1)[C:5]2([CH2:15][CH3:16])[CH2:17][CH3:18]. The reactants are CCC1(CC)c2ccccc2-c2ccc(Br)cc21, CCOCC, CC(C)(C)[O-], Cc1ccccc1, c1ccc(Nc2ccccc2)cc1, [Na+], O=C(C=Cc1ccccc1)C=Cc1ccccc1, O=C(C=Cc1ccccc1)C=Cc1ccccc1, O=C(C=Cc1ccccc1)C=Cc1ccccc1, [Pd], [Pd].